This data is from the Open Reaction Database (ORD), a public repository of structured organic reaction records. The task is: describe an organic reaction: reactants, conditions, products, and yield Starting materials: C(C)(C)(C)C=1C=NC=C(C1)CO[Si](C(C)C)(C(C)C)C(C)C (3-tert-butyl-5-((triisopropylsilyloxy)methyl)pyridine), CO (methanol). The solvent is Cl (HCl). Reaction conditions: time 8 hour. The product is C(C)(C)(C)C=1C=C(C=NC1)CO ((5-tert-butylpyridin-3-yl)methanol). Isolated yield 45.9%. RXN SMILES: [C:1]([C:5]1[CH:6]=[N:7][CH:8]=[C:9]([CH2:11][O:12][Si](C(C)C)(C(C)C)C(C)C)[CH:10]=1)([CH3:4])([CH3:3])[CH3:2].CO>Cl>[C:1]([C:5]1[CH:10]=[C:9]([CH2:11][OH:12])[CH:8]=[N:7][CH:6]=1)([CH3:4])([CH3:2])[CH3:3]. Procedure details: 3-tert-butyl-5-((triisopropylsilyloxy)methyl)pyridine (0.7 g, 2.637 mmol) was dissolved in HCl in methanol (42 mL, 1.25M, 52.73 mmol) at room temperature and stirred for overnight. The solvent was removed under vacuum, dissolved in chloroform and washed with saturated aqueous Na2CO3. The resulting organic solvent was dried, concentrated to give a residue which was purified by flash column chromatography to give pure (5-tert-butylpyridin-3-yl)methanol (0.2 g). 1H NMR (CDCl3): d: 1.280 (s, 9H), 4.... Starting materials: CI (Methyl iodide), C(CCC)[Li] (n-butyl lithium), C(C)C(C(=O)O)C1=CC=NC=C1 (ethyl 4-pyridyl acetic acid), C(C)(C)NC(C)C (diisopropylamine). The solvent is CN(C)C=O (DMF), C1CCOC1 (THF). Run at time 0.5 hour. Product: C(C)C(C(=O)O)(C)C1=CC=NC=C1 (ETHYL α-METHYL-4-PYRIDYL ACETIC ACID). Yield: 95.6%. RXN SMILES: [CH:1](NC(C)C)(C)C.C([Li])CCC.[CH2:13]([CH:15]([C:19]1[CH:24]=[CH:23][N:22]=[CH:21][CH:20]=1)[C:16]([OH:18])=[O:17])[CH3:14].CI>CN(C=O)C.C1COCC1>[CH2:13]([C:15]([C:19]1[CH:20]=[CH:21][N:22]=[CH:23][CH:24]=1)([CH3:1])[C:16]([OH:18])=[O:17])[CH3:14]. Procedure: To dry THF at -78° C. was added diisopropylamine (5.05 g 48 mmol, 7 mL) and then n-butyl lithium. The reaction mixture was stirred for 0.5 h and then ethyl 4-pyridyl acetic acid (7.85g, 46 mmol) was added, and after stirring for 0.5 h at that -78° C. the reaction temperature was raised to room temperature. DMF (20 mL was added and the reaction mixture cooled to -78° C. again. Methyl iodide (7.07 g, 50.2 mmol, 3.15 mL) was added and the reaction mixture stirred at that temperature for 1 h and the... Reported procedure: 10d (50 g, 175 mmol) is placed in the presence of 2-propynol (12 ml, 210 mmol) in 400 ml of diisopropylamine, under nitrogen. Pd(PPh3)2Cl2 (3.5 g) and CuI (500 mg) are added and the reaction medium is stirred at reflux for 5 h. The precipitate formed in the course of the reaction is filtered on celite and the reaction medium is dry concentrated. The oil obtained is purified by flash chromatography on silica (petroleum ether:AcOEt 80:20). It is then placed in a solution of 250 ml of THF and 150 m... Reactants: BrC=1C=C(OC(C(=O)OCC)(C)C)C=CC1 (Ethyl 2-(3-bromo-phenoxy)-2-methyl-propionate), C(C#C)O (2-propynol). Reaction SMILES: Br[C:2]1[CH:3]=[C:4]([CH:14]=[CH:15][CH:16]=1)[O:5][C:6]([CH3:13])([CH3:12])[C:7]([O:9][CH2:10][CH3:11])=[O:8].[CH2:17]([OH:20])[C:18]#[CH:19]>C(NC(C)C)(C)C.Cl[Pd](Cl)([P](C1C=CC=CC=1)(C1C=CC=CC=1)C1C=CC=CC=1)[P](C1C=CC=CC=1)(C1C=CC=CC=1)C1C=CC=CC=1.[Cu]I>[OH:20][CH2:17][CH2:18][CH2:19][C:2]1[CH:3]=[C:4]([CH:14]=[CH:15][CH:16]=1)[O:5][C:6]([CH3:13])([CH3:12])[C:7]([O:9][CH2:10][CH3:11])=[O:8] |^1:30,49|. Isolated yield 69.0%. Solvent: C(C)(C)NC(C)C (diisopropylamine). The reagents and catalysts are Cl[Pd]([P](C1=CC=CC=C1)(C2=CC=CC=C2)C3=CC=CC=C3)([P](C4=CC=CC=C4)(C5=CC=CC=C5)C6=CC=CC=C6)Cl (Pd(PPh3)2Cl2), [Cu]I (CuI). Product: OCCCC=1C=C(OC(C(=O)OCC)(C)C)C=CC1 (Ethyl 2-[3-(3-hydroxy-propyl)-phenoxy]-2-methyl-propionate), oil. Reaction SMILES: [C:30]([c:31]1[cH:32][cH:33][cH:34][cH:35][cH:36]1)(=[O:37])[Cl:38].[CH:1]1([CH2:7][CH:8]2[N:9]([CH2:13][CH2:14][c:15]3[c:16]([CH3:26])[nH:17][c:18]4[cH:19][cH:20][c:21]([O:24][CH3:25])[cH:22][c:23]34)[CH2:10][CH2:11][CH2:12]2)[CH2:2][CH2:3][CH2:4][CH2:5][CH2:6]1.[H-:27].[Na+:28].[Na:29].[O:39]=[CH:40][N:41]([CH3:42])[CH3:43]>>[CH:1]1([CH2:7][CH:8]2[N:9]([CH2:13][CH2:14][c:15]3[c:16]([CH3:26])[n:17]([C:30]([c:31]4[cH:32][cH:33][cH:34][cH:35][cH:36]4)=[O:37])[c:18]4[cH:19][cH:20][c:21]([O:24][CH3:25])[cH:22][c:23]34)[CH2:10][CH2:11][CH2:12]2)[CH2:2][CH2:3][CH2:4][CH2:5][CH2:6]1. Reactants: O=C(Cl)c1ccccc1, COc1ccc2[nH]c(C)c(CCN3CCCC3CC3CCCCC3)c2c1, [H-], [Na+], [Na], CN(C)C=O. Product: COc1ccc2c(c1)c(CCN1CCCC1CC1CCCCC1)c(C)n2C(=O)c1ccccc1. Starting materials: O=C(C(=O)OCC)CC(CCC)=O (ethyl 2,4-dioxoheptanoate), CC(C)N1N=CC=C1N (1-(1-methylethyl)-1H-pyrazol-5-amine). Run in C1=CC=CC=C1 (benzene). Reaction conditions: temperature 62 celsius, time 18 hour. Yields the product CC(C)N1N=CC2=C1N=C(C=C2C(=O)OCC)CCC (Ethyl 1-(1-methylethyl)-6-propyl-1H-pyrazolo[3,4-b]pyridine-4-carboxylate). Isolated yield 56.1%. As a reaction SMILES: O=[C:2]([CH2:8][C:9](=O)[CH2:10][CH2:11][CH3:12])[C:3]([O:5][CH2:6][CH3:7])=[O:4].[CH3:14][CH:15]([N:17]1[C:21]([NH2:22])=[CH:20][CH:19]=[N:18]1)[CH3:16]>C1C=CC=CC=1>[CH3:14][CH:15]([N:17]1[C:21]2[N:22]=[C:9]([CH2:10][CH2:11][CH3:12])[CH:8]=[C:2]([C:3]([O:5][CH2:6][CH3:7])=[O:4])[C:20]=2[CH:19]=[N:18]1)[CH3:16]. Reported procedure: To a solution of ethyl 2,4-dioxoheptanoate (446 mg, 2.397 mmol) in benzene (5 mL) was added 1-(1-methylethyl)-1H-pyrazol-5-amine (300 mg, 2.397 mmol), and the mixture was stirred at 62° C. for 18 h. The reaction mixture was concentrated in vacuo and the residue purified by column chromatography (Silica gel, gradient of 0 to 100% EtOAc/hexanes) to give 370 mg (56%) of product. LCMS E-S (M+H)=276.1. 1H NMR (400 MHz, CHLOROFORM-d) δ ppm 0.99-1.12 (m, 3H), 1.46-1.54 (m, 3H), 1.58-1.70 (m, 6H), 1.82-... The reactants are C(C)(C)(C)OC(C(C)(C)SC=1SC=C(N1)CC(=O)O)=O ({2-[(2-tert-butoxy-1,1-dimethyl-2-oxoethyl)thio]-1,3-thiazol-4-yl}acetic acid), FC(C(=O)O)(F)F (trifluoroacetic acid), NC1=NC=CC=C1 (2-aminopyridine). Solvent: ClCCl (dichloromethane). Reaction conditions: time 12 hour. Yields the product C(CCCCCC)N(CCC=1N=C(SC1)SC(C(=O)O)(C)C)C1=NC=CC=C1 (2-[(4-{2-[heptyl(pyridin-2-yl)amino]ethyl}-1,3-thiazol-2-yl)thio]-2-methylpropionic acid). Reaction SMILES: C([O:5][C:6](=[O:20])[C:7]([S:10][C:11]1[S:12][CH:13]=[C:14]([CH2:16][C:17](O)=O)[N:15]=1)([CH3:9])[CH3:8])(C)(C)C.[NH2:21][C:22]1[CH:27]=[CH:26][CH:25]=[CH:24][N:23]=1.F[C:29](F)(F)[C:30](O)=O>ClCCl>[CH2:24]([N:21]([C:22]1[CH:27]=[CH:26][CH:25]=[CH:24][N:23]=1)[CH2:17][CH2:16][C:14]1[N:15]=[C:11]([S:10][C:7]([CH3:8])([CH3:9])[C:6]([OH:5])=[O:20])[S:12][CH:13]=1)[CH2:25][CH2:26][CH2:27][CH2:22][CH2:29][CH3:30]. Reported procedure: A compound obtained using {2-[(2-tert-butoxy-1,1-dimethyl-2-oxoethyl)thio]-1,3-thiazol-4-yl}acetic acid synthesized in Example 3 and 2-aminopyridine as starting materials and by an operation similar to that of Example 293-1 was treated with dichloromethane and trifluoroacetic acid and the mixture was stirred at room temperature for 12 hr. The reaction solution was concentrated under reduced pressure, and the residue was purified by high performance liquid chromatography (elution solvent; 0.05% t...